This data is from the Open Reaction Database (ORD), a public repository of structured organic reaction records. The task is: describe an organic reaction: reactants, conditions, products, and yield Reactants: Cl (hydrochloric acid), OO (hydrogen peroxide), ClC=1C=CC(=C(C(=O)NCCC2CCN(CC2)S(=O)(=O)NC(=S)NCC)C1)OC (5-chloro-2-methoxy-N-(2-(1-(3-ethylthioureidosulfonyl)piperidin-4-yl)ethyl)benzamide), S(=O)([O-])[O-].[Na+].[Na+] (sodium sulfite). The solvent is [OH-].[Na+] (sodium hydroxide). Reaction conditions: time 1.5 hour. Yields the product ClC=1C=CC(=C(C(=O)NCCC2CCN(CC2)S(=O)(=O)NC(=O)NCC)C1)OC (5-Chloro-2-methoxy-N-(2-(1-(3-ethylureidosulfonyl)piperidin-4-yl)ethyl)benzamide). The yield is 42.5%. Reaction SMILES: OO.[Cl:3][C:4]1[CH:5]=[CH:6][C:7]([O:30][CH3:31])=[C:8]([CH:29]=1)[C:9]([NH:11][CH2:12][CH2:13][CH:14]1[CH2:19][CH2:18][N:17]([S:20]([NH:23][C:24]([NH:26][CH2:27][CH3:28])=S)(=[O:22])=[O:21])[CH2:16][CH2:15]1)=[O:10].S([O-])([O-])=[O:33].[Na+].[Na+].Cl>[OH-].[Na+]>[Cl:3][C:4]1[CH:5]=[CH:6][C:7]([O:30][CH3:31])=[C:8]([CH:29]=1)[C:9]([NH:11][CH2:12][CH2:13][CH:14]1[CH2:19][CH2:18][N:17]([S:20]([NH:23][C:24]([NH:26][CH2:27][CH3:28])=[O:33])(=[O:22])=[O:21])[CH2:16][CH2:15]1)=[O:10] |f:2.3.4,6.7|. Procedure: 0.1 ml (1.16 mmol) of 30% strength hydrogen peroxide solution was added to a solution of 46 mg (0.1 mmol) of 5-chloro-2-methoxy-N-(2-(1-(3-ethylthioureidosulfonyl)piperidin-4-yl)ethyl)benzamide in 2 ml of 0.5 M sodium hydroxide solution at 0° C. After the reaction mixture had been kept at 0° C. for 1.5 hours, 100 mg of sodium sulfite were added, and the mixture was acidified by means of 2 M hydrochloric acid. The precipitated solid was filtered off, washed with water until neutral and reprecipit...